From a dataset of the Open Reaction Database (ORD), a public repository of structured organic reaction records. describe an organic reaction: reactants, conditions, products, and yield Reactants: BrCCCCl (1-bromo-3-chloropropane), 13.2, CC1=NC2=C(N1)C=CC=C2 (2-methyl-1H-benzimidazole), [OH-].[Na+] (sodium hydroxide). Reagents/catalysts: [Cl-].C(C)[N+](CC1=CC=CC=C1)(CC)CC (N,N,N-triethylbenzenemethanaminium chloride). Reaction conditions: temperature 40 celsius, time 30 minute. The product is ClCCCN1C(=NC2=C1C=CC=C2)C (1-(3-chloropropyl)-2-methyl-1H-benzimidazole). Reaction SMILES: [CH3:1][C:2]1[NH:6][C:5]2[CH:7]=[CH:8][CH:9]=[CH:10][C:4]=2[N:3]=1.[OH-].[Na+].Br[CH2:14][CH2:15][CH2:16][Cl:17]>[Cl-].C([N+](CC)(CC)CC1C=CC=CC=1)C>[Cl:17][CH2:16][CH2:15][CH2:14][N:3]1[C:4]2[CH:10]=[CH:9][CH:8]=[CH:7][C:5]=2[N:6]=[C:2]1[CH3:1] |f:1.2,4.5|. Procedure details: To a stirred mixture of 13.2 parts of 2-methyl-1H-benzimidazole, 2 parts of N,N,N-triethylbenzenemethanaminium chloride and 150 parts of a sodium hydroxide solution 60% are added 30 parts of 1-bromo-3-chloropropane. To start the reaction, the whole is heated to about 40° C., whereupon the temperature rises to 50° C. (exothermic reaction). Stirring at about 50° C. is continued for 30 minutes. The reaction mixture is poured onto water and the product is extracted with methylbenzene. The extract is... Starting materials: [BH4-].[Na+] (sodium borohydride), O=C(CCCCC1=CC=C(S1)S(=O)(=O)N)C (5-(5-oxohexyl)thiophene-2-sulfonamide), Cl (hydrochloric acid). Solvent: C(C)O (ethanol). Reaction conditions: time 1 hour. Yields the product OC(CCCCC1=CC=C(S1)S(=O)(=O)N)C (5-(5-hydroxyhexyl)thiophene-2-sulfonamide). Isolated yield 75.9%. RXN SMILES: [O:1]=[C:2]([CH3:16])[CH2:3][CH2:4][CH2:5][CH2:6][C:7]1[S:11][C:10]([S:12]([NH2:15])(=[O:14])=[O:13])=[CH:9][CH:8]=1.[BH4-].[Na+].Cl>C(O)C>[OH:1][CH:2]([CH3:16])[CH2:3][CH2:4][CH2:5][CH2:6][C:7]1[S:11][C:10]([S:12]([NH2:15])(=[O:14])=[O:13])=[CH:9][CH:8]=1 |f:1.2|. Procedure: 5-(5-oxohexyl)thiophene-2-sulfonamide (1.7 g) was dissolved in ethanol and 0.2 grams of sodium borohydride added. After 1 hour of stirring the reaction mixture was made acidic with 1N hydrochloric acid then concentrated under vacuum. This residue was treated with 1N hydrochloric acid to insure that no borate esters were present. The product was then extracted into ether, dried over sodium sulfate and concentrated under vacuum to give 1.3 grams of an oil plus solid mixture. This was chromatograph... The reactants are C[Si](C)(C)[N-][Si](C)(C)C.[Li+] (lithium bis(trimethylsilyl)amide), [H-].[Al+3].[Li+].[H-].[H-].[H-] (lithium aluminium hydride), ClC=1C=C(C2=CC=CC=C2C1)C=O (3-chloro-1-naphthalenecarbaldehyde). The solvent is C1CCOC1 (THF), CCOCC (Et2O), C1CCOC1 (THF). Run at temperature -40 celsius, time 1.5 hour. The product is ClC=1C=C(C2=CC=CC=C2C1)CN (1-(3-Chloro-1-naphthalenyl)methanamine). As a reaction SMILES: [Cl:1][C:2]1[CH:3]=[C:4]([CH:12]=O)[C:5]2[C:10]([CH:11]=1)=[CH:9][CH:8]=[CH:7][CH:6]=2.C[Si]([N-:18][Si](C)(C)C)(C)C.[Li+].[H-].[Al+3].[Li+].[H-].[H-].[H-]>C1COCC1.CCOCC>[Cl:1][C:2]1[CH:3]=[C:4]([CH2:12][NH2:18])[C:5]2[C:10]([CH:11]=1)=[CH:9][CH:8]=[CH:7][CH:6]=2 |f:1.2,3.4.5.6.7.8|. Reported procedure: The 3-chloro-1-naphthalenecarbaldehyde (2 g) dissolved in dry THF (12 mL) was added dropwise to lithium bis(trimethylsilyl)amide 1M in THF (11.5 mL) previously cooled at −40° C. The resulting yellow mixture was stirred from −40° C. to −20° C. over 1.5 h; then it was cooled down at −50° C. and lithium aluminium hydride 1M in Et2O (10.6 mL) was added; the mixture was stirred at −40° C. for 2 h then it was quenched with HCl 2N (10 mL) and allowed to reach room temperature. The reaction mixture was ...